This data is from the Open Reaction Database (ORD), a public repository of structured organic reaction records. The task is: describe an organic reaction: reactants, conditions, products, and yield Reactants: magnesium 2-(1,3-butadienyl)chloride, O1CCCC1 (tetrahydrofuran), O1CCCC1 (tetrahydrofuran), CO[Si](OC)(OC)OC (tetramethoxysilane). Reaction conditions: temperature 0 celsius, time 30 minute. Product: CO[Si](C(=C)C=C)(OC)OC (2-(trimethoxy)silyl-1,3-butadiene). Yield: 65.0%. As a reaction SMILES: [CH3:1][O:2][Si:3](OC)([O:6][CH3:7])[O:4][CH3:5].O1[CH2:14][CH2:13][CH2:12][CH2:11]1>>[CH3:1][O:2][Si:3]([O:6][CH3:7])([O:4][CH3:5])[C:12]([CH:13]=[CH2:14])=[CH2:11]. Reported procedure: 4.1 ml of the tetrahydrofuran solution of magnesium 2-(1,3-butadienyl)chloride and 6 ml of dried tetrahydrofuran were charged into a reactor in the stream of argon. Subsequently, the reactor was cooled down to 0° C., followed by gentle dropping of 1.2 ml (8 mmols) of tetramethoxysilane. While the reaction temperature was kept at 0° C., the reaction was continued for 30 minutes. After completion of the reaction, the solvent was distilled off to obtain 2-(trimethoxy)silyl-1,3-butadiene (yield: 65%... Reactants: C(CCCCC)C1CC2=CC=C(C=C2C1)B(O)O (2-hexylindan-5-boronic acid), ClC1=NC=C(C=N1)[N+](=O)[O-] (2-chloro-5-nitropyrimidine), C(C)O (ethanol), C([O-])([O-])=O.[Na+].[Na+] (sodium carbonate). Yield: 77.4%. Yields the product C(CCCCC)C1CC2=CC=C(C=C2C1)C1=NC=C(C=C1)[N+](=O)[O-] (2-hexyl-5-(5-nitropyridine-2-yl)indan). Run in C1=CC=CC=C1 (benzene). The reagents and catalysts are [Pd].C1(=CC=CC=C1)P(C1=CC=CC=C1)C1=CC=CC=C1.C1(=CC=CC=C1)P(C1=CC=CC=C1)C1=CC=CC=C1.C1(=CC=CC=C1)P(C1=CC=CC=C1)C1=CC=CC=C1.C1(=CC=CC=C1)P(C1=CC=CC=C1)C1=CC=CC=C1 (tetrakis (triphenylphosphine) palladium). Reported procedure: 1.00 g (4.06 mM) of 2-hexylindan-5-boronic acid, 0.64 g (4.04 mM) of 2-chloro-5-nitropyrimidine, 5 ml of ethanol, 6 ml of benzene, 5.6 ml of 2M-sodium carbonate aqueous solution and 0.24 g of tetrakis (triphenylphosphine) palladium (O) were mixed and heat-refluxed for 30 minutes under stirring. After the reaction, the reaction mixture was subjected to filtration under reduced pressure to obtain an insoluble matter. The insoluble matter was washed with ethyl acetate and recrystallized from aceton... Reaction SMILES: [CH2:1]([CH:7]1[CH2:15][C:14]2[C:9](=[CH:10][CH:11]=[C:12](B(O)O)[CH:13]=2)[CH2:8]1)[CH2:2][CH2:3][CH2:4][CH2:5][CH3:6].Cl[C:20]1N=[CH:24][C:23]([N+:26]([O-:28])=[O:27])=[CH:22][N:21]=1.[CH2:29](O)C.C(=O)([O-])[O-].[Na+].[Na+]>[Pd].C1(P(C2C=CC=CC=2)C2C=CC=CC=2)C=CC=CC=1.C1(P(C2C=CC=CC=2)C2C=CC=CC=2)C=CC=CC=1.C1(P(C2C=CC=CC=2)C2C=CC=CC=2)C=CC=CC=1.C1(P(C2C=CC=CC=2)C2C=CC=CC=2)C=CC=CC=1.C1C=CC=CC=1>[CH2:1]([CH:7]1[CH2:15][C:14]2[C:9](=[CH:10][CH:11]=[C:12]([C:20]3[CH:29]=[CH:24][C:23]([N+:26]([O-:28])=[O:27])=[CH:22][N:21]=3)[CH:13]=2)[CH2:8]1)[CH2:2][CH2:3][CH2:4][CH2:5][CH3:6] |f:3.4.5,6.7.8.9.10|. The reactants are Brc1ccccn1, C=CCOC(=O)N1CC(O[Si](C)(C)C(C)(C)C)CC1C=O, [Li]CCCC, CCCCCC, C1CCOC1. Product: C=CCOC(=O)N1CC(O[Si](C)(C)C(C)(C)C)CC1C(O)c1ccccn1. RXN SMILES: [Br:1][c:2]1[cH:3][cH:4][cH:5][cH:6][n:7]1.[CH2:13]([CH:14]=[CH2:15])[O:16][C:17](=[O:18])[N:19]1[CH:20]([CH:32]=[O:33])[CH2:21][CH:22]([O:24][Si:25]([CH3:26])([CH3:27])[C:28]([CH3:29])([CH3:30])[CH3:31])[CH2:23]1.[CH2:8]([Li:9])[CH2:10][CH2:11][CH3:12].[CH3:39][CH2:40][CH2:41][CH2:42][CH2:43][CH3:44].[O:34]1[CH2:35][CH2:36][CH2:37][CH2:38]1>>[c:2]1([CH:32]([CH:20]2[N:19]([C:17]([O:16][CH2:13][CH:14]=[CH2:15])=[O:18])[CH2:23][CH:22]([O:24][Si:25]([CH3:26])([CH3:27])[C:28]([CH3:29])([CH3:30])[CH3:31])[CH2:21]2)[OH:33])[cH:3][cH:4][cH:5][cH:6][n:7]1. Starting materials: [O-]CC.[Na+] (sodium ethoxide), [H-].[Na+] (sodium hydride), Cl.C(C)(=N)N (acetamidine hydrochloride), C(C)OC(C(CC1(OCCO1)CC)C#N)=O (a-cyano-2-ethyl-1,3-dioxolane-2-propanoic acid ethyl ester). Product: CC1=NC(=C(C(=N1)O)CC1(OCCO1)CC)N (2-methyl-6-amino-5-(2-ethyl-1,3-dioxolan-2-ylmethyl)-4-pyrimidinol). Yield: 13.6%. RXN SMILES: [O-]CC.[Na+].[H-].[Na+].Cl.[C:8]([NH2:11])(=[NH:10])[CH3:9].C([O:14][C:15](=O)[CH:16]([C:25]#[N:26])[CH2:17][C:18]1([CH2:23][CH3:24])[O:22][CH2:21][CH2:20][O:19]1)C>>[CH3:9][C:8]1[N:11]=[C:15]([OH:14])[C:16]([CH2:17][C:18]2([CH2:23][CH3:24])[O:22][CH2:21][CH2:20][O:19]2)=[C:25]([NH2:26])[N:10]=1 |f:0.1,2.3,4.5|. Procedure details: A solution of sodium ethoxide (prepared from 0.96 g (40 mmol) of sodium hydride and 40 mL of ethanol) was treated with 3.78 g (40 mmol) of acetamidine hydrochloride and 9.09 g (40 mmol) of a-cyano-2-ethyl-1,3-dioxolane-2-propanoic acid ethyl ester. The mixture was heated to reflux for 150 minutes, cooled to ambient temperature and concentrated under vacuum. The solid residue was dissolved in 50 mL of water and the resulting solution washed with ethyl ether. The product precipitated upon neutrali...